This data is from the Open Reaction Database (ORD), a public repository of structured organic reaction records. The task is: describe an organic reaction: reactants, conditions, products, and yield The reactants are FC1=C(C=CC=C1)C=1C2=C(NC(N1)=O)SC=C2C (4-(o-fluorophenyl)-5-methyl-1,2-dihydrothieno[2,3-d]pyrimidin-2-one), [H-].[Na+] (sodium hydride), CI (methyl iodide), O (water). The solvent is CN(C=O)C (dimethylformamide), CN(C=O)C (dimethylformamide). Conditions: time 1 hour. Product: COC=1N=C(C2=C(N1)SC=C2C)C2=C(C=CC=C2)F (2-methoxy-4-(o-fluorophenyl)-5-methyl-thieno[2,3-d]pyrimidine). Reaction SMILES: [F:1][C:2]1[CH:7]=[CH:6][CH:5]=[CH:4][C:3]=1[C:8]1[C:9]2[C:17]([CH3:18])=[CH:16][S:15][C:10]=2[NH:11][C:12](=[O:14])[N:13]=1.[H-].[Na+].[CH3:21]I.O>CN(C)C=O>[CH3:21][O:14][C:12]1[N:13]=[C:8]([C:3]2[CH:4]=[CH:5][CH:6]=[CH:7][C:2]=2[F:1])[C:9]2[C:17]([CH3:18])=[CH:16][S:15][C:10]=2[N:11]=1 |f:1.2|. Procedure: To a solution of 13.57 g of 4-(o-fluorophenyl)-5-methyl-1,2-dihydrothieno[2,3-d]pyrimidin-2-one in 271 ml of dimethylformamide is added 2.8 g of 63% sodium hydride. The mixture is stirred at room temperature for 1 hour. Then, 22.15 g of methyl iodide in 66 ml of dimethylformamide is added dropwise thereto. The mixture is stirred for 2 hours at room temperature. The reaction mixture is poured into water and extracted with chloroform. The chloroform extracts are washed with water, dried over sodiu... Starting materials: CCOC(=O)CCc1nnc2c(=O)[nH]c3cc(C(F)(F)F)c(N4CCOCC4)cc3n12, [K+], [OH-]. Yields the product O=C(O)CCc1nnc2c(=O)[nH]c3cc(C(F)(F)F)c(N4CCOCC4)cc3n12. As a reaction SMILES: [CH2:1]([CH3:2])[O:3][C:4](=[O:5])[CH2:6][CH2:7][c:8]1[n:9][n:10][c:11]2[n:12]1[c:13]1[cH:14][c:15]([N:26]3[CH2:27][CH2:28][O:29][CH2:30][CH2:31]3)[c:16]([C:22]([F:23])([F:24])[F:25])[cH:17][c:18]1[nH:19][c:20]2=[O:21].[K+:33].[OH-:32]>>[O:3]=[C:4]([OH:5])[CH2:6][CH2:7][c:8]1[n:9][n:10][c:11]2[n:12]1[c:13]1[cH:14][c:15]([N:26]3[CH2:27][CH2:28][O:29][CH2:30][CH2:31]3)[c:16]([C:22]([F:23])([F:24])[F:25])[cH:17][c:18]1[nH:19][c:20]2=[O:21]. The reactants are [N+](=O)([O-])C1=C(OC(C(=O)Cl)C)C=C(C=C1)OC1=C(C=C(C=C1)Br)[N+](=O)[O-] (2-[2-nitro-5-(2-nitro-4-bromophenoxy)phenoxy]propionyl chloride), C(C)NCC1OC(C(O1)C)C (N-Ethyl-N-(4,5-dimethyl-1,3-dioxolan-2-ylmethyl)amine). Solvent: C(Cl)Cl (methylene chloride), C(Cl)Cl (methylene chloride). Reaction conditions: temperature -15 celsius. Product: C(C)N(C(C(C)OC1=C(C=CC(=C1)OC1=C(C=C(C=C1)Br)[N+](=O)[O-])[N+](=O)[O-])=O)CC1OC(C(O1)C)C (N-ethyl-N-(4,5-dimethyl-1,3-dioxolan-2-ylmethyl)-2-[2-nitro-5-(2-nitro-4-bromophenoxy)phenoxy]propionamide). RXN SMILES: [CH2:1]([NH:3][CH2:4][CH:5]1[O:9][CH:8]([CH3:10])[CH:7]([CH3:11])[O:6]1)[CH3:2].[N+:12]([C:15]1[CH:26]=[CH:25][C:24]([O:27][C:28]2[CH:33]=[CH:32][C:31]([Br:34])=[CH:30][C:29]=2[N+:35]([O-:37])=[O:36])=[CH:23][C:16]=1[O:17][CH:18]([CH3:22])[C:19](Cl)=[O:20])([O-:14])=[O:13]>C(Cl)Cl>[CH2:1]([N:3]([CH2:4][CH:5]1[O:6][CH:7]([CH3:11])[CH:8]([CH3:10])[O:9]1)[C:19](=[O:20])[CH:18]([O:17][C:16]1[CH:23]=[C:24]([O:27][C:28]2[CH:33]=[CH:32][C:31]([Br:34])=[CH:30][C:29]=2[N+:35]([O-:37])=[O:36])[CH:25]=[CH:26][C:15]=1[N+:12]([O-:14])=[O:13])[CH3:22])[CH3:2]. Procedure: N-Ethyl-N-(4,5-dimethyl-1,3-dioxolan-2-ylmethyl)amine (0.015 mole) triethylamine (5 ml) and methylene chloride (50 ml) are charged into a glass reaction vessel equipped with a mechanical stirrer, thermometer and addition funnel. The reaction mixture is cooled to about -15° C. and a solution of 2-[2-nitro-5-(2-nitro-4-bromophenoxy)phenoxy]propionyl chloride (0.01 mole) in methylene chloride (50 ml) is added dropwise with stirring. After the addition is completed the reaction mixture is allowed to... Reactants: CS(C)=O, CCOC(C)=O, [H-], [Na+], O=C1CC2(CCCCC2Cc2ccccc2)S(=O)(=O)CCN1, ClCc1cccnc1. Product: O=C1CC2(CCCCC2Cc2ccccc2)S(=O)(=O)CCN1Cc1cccnc1. Reaction SMILES: [CH3:33][S:34](=[O:35])[CH3:36].[CH3:37][CH2:38][O:39][C:40](=[O:41])[CH3:42].[H-:1].[Na+:2].[c:3]1([CH2:9][CH:10]2[CH2:11][CH2:12][CH2:13][CH2:14][C:15]23[S:16](=[O:23])(=[O:24])[CH2:17][CH2:18][NH:19][C:20](=[O:22])[CH2:21]3)[cH:4][cH:5][cH:6][cH:7][cH:8]1.[n:25]1[cH:26][c:27]([CH2:31][Cl:32])[cH:28][cH:29][cH:30]1>>[c:3]1([CH2:9][CH:10]2[CH2:11][CH2:12][CH2:13][CH2:14][C:15]23[S:16](=[O:23])(=[O:24])[CH2:17][CH2:18][N:19]([CH2:31][c:27]2[cH:26][n:25][cH:30][cH:29][cH:28]2)[C:20](=[O:22])[CH2:21]3)[cH:4][cH:5][cH:6][cH:7][cH:8]1. Reactants: ClC=1C=C2C=CC(NC2=CN1)=O (6-chloro-1,7-naphthyridin-2-one), O=P(Cl)(Cl)Cl (POCl3), C(=O)([O-])[O-].[K+].[K+] (K2CO3). Run in C(Cl)Cl (CH2Cl2). Yields the product ClC1=NC2=CN=C(C=C2C=C1)Cl (2,6-dichloro-1,7-naphthyridine). As a reaction SMILES: [Cl:1][C:2]1[CH:3]=[C:4]2[C:9](=[CH:10][N:11]=1)[NH:8][C:7](=O)[CH:6]=[CH:5]2.O=P(Cl)(Cl)[Cl:15].C([O-])([O-])=O.[K+].[K+]>C(Cl)Cl>[Cl:15][C:7]1[CH:6]=[CH:5][C:4]2[C:9](=[CH:10][N:11]=[C:2]([Cl:1])[CH:3]=2)[N:8]=1 |f:2.3.4|. Procedure details: A mixture of 1.08 g (6 mmoles) of 6-chloro-1,7-naphthyridin-2-one and 10 ml of POCl3 were warmed at reflux for one hour to give a clear solution. Upon cooling, a precipitate formed and the mixture was poured cautiously over ice. CH2Cl2 was added and the mixture was neutralized with solid K2CO3. The CH2Cl2 layer was separated and the aqueous layer washed twice with CHCl3. The combined organic layers were washed with water, dried over K2CO3 and evaporated to give a white solid. The solid was recry... Reactants: [OH-].[Na+] (sodium hydroxide), NC1=C(C(=O)NC2=NN=NN2)C=CC=C1 (2-amino-N-(1H-tetrazol-5-yl)benzamide), C(C)O (ethanol). The reagents and catalysts are [Pd] (Pd/C). Product: [N+](=O)([O-])C1=C(C(=O)NC2=NN=NN2)C=CC=C1 (2-nitro-N-(1H-tetrazol-5-yl)benzamide). RXN SMILES: [OH-:1].[Na+].[NH2:3][C:4]1[CH:17]=[CH:16][CH:15]=[CH:14][C:5]=1[C:6]([NH:8][C:9]1[NH:13][N:12]=[N:11][N:10]=1)=[O:7].C([OH:20])C>[Pd]>[N+:3]([C:4]1[CH:17]=[CH:16][CH:15]=[CH:14][C:5]=1[C:6]([NH:8][C:9]1[NH:13][N:12]=[N:11][N:10]=1)=[O:7])([O-:20])=[O:1] |f:0.1|. Procedure details: Hydrogenation of 19 g of 2-nitro-N-(1H-tetrazol-5-yl)benzamide in 100 ml of aqueous 1N sodium hydroxide solution and 100 ml of ethanol using 0.5 g of 5% Pd/C catalyst and 2 atmospheres pressure gave 2-amino-N-(1H-tetrazol-5-yl)benzamide melting at about 253°-254° C. Starting materials: CCN(C(C)C)C(C)C (Hunig base), C(C)(C)OCCNC1=CC=C(C(=O)N2CCN(CC2)CCC2=CC=C(C=C2)Cl)C=C1 (1-{4-[N-(2-isopropyloxyethyl)amino]benzoyl}-4-[2-(4-chlorophenyl)ethyl]piperazine), C(C=C)(=O)Cl (acrylic acid chloride). The solvent is O1CCCC1 (tetrahydrofuran), O1CCCC1 (tetrahydrofuran). Yields the product Cl.C(C)(C)OCCN(C(C=C)=O)C1=CC=C(C(=O)N2CCN(CC2)CCC2=CC=C(C=C2)Cl)C=C1 (1-{4-[N-(2-isopropyloxyethyl)-N-acryloylamino]benzoyl}-4-[2-(4-chlorophenyl)ethyl]piperazine hydrochloride). Reaction SMILES: [CH:1]([O:4][CH2:5][CH2:6][NH:7][C:8]1[CH:30]=[CH:29][C:11]([C:12]([N:14]2[CH2:19][CH2:18][N:17]([CH2:20][CH2:21][C:22]3[CH:27]=[CH:26][C:25]([Cl:28])=[CH:24][CH:23]=3)[CH2:16][CH2:15]2)=[O:13])=[CH:10][CH:9]=1)([CH3:3])[CH3:2].CCN(C(C)C)C(C)C.[C:40](Cl)(=[O:43])[CH:41]=[CH2:42]>O1CCCC1>[ClH:28].[CH:1]([O:4][CH2:5][CH2:6][N:7]([C:8]1[CH:30]=[CH:29][C:11]([C:12]([N:14]2[CH2:15][CH2:16][N:17]([CH2:20][CH2:21][C:22]3[CH:27]=[CH:26][C:25]([Cl:28])=[CH:24][CH:23]=3)[CH2:18][CH2:19]2)=[O:13])=[CH:10][CH:9]=1)[C:40](=[O:43])[CH:41]=[CH2:42])([CH3:3])[CH3:2] |f:4.5|. Reported procedure: 3 g of 1-{4-[N-(2-isopropyloxyethyl)amino]benzoyl}-4-[2-(4-chlorophenyl)ethyl]piperazine are dissolved in 40 ml of absolute tetrahydrofuran and cooled to 3° with stirring. There are added thereto 1.08 g of Hunig base and then, dropwise, within a period of 5 minutes, a solution of 0.65 g of acrylic acid chloride in 5 ml of absolute tetrahydrofuran. The mixture is stirred for 30 minutes at RT and concentrated by evaporation. The residue is taken up in water and ethyl acetate and the organic phase ... Starting materials: COc1ccc(O)cc1, COc1ccc(C(O)C(Cl)(Cl)Cl)cc1, O=P(O)(O)O. Yields the product COc1ccc(OC(c2ccc(OC)cc2)C(Cl)(Cl)Cl)cc1. As a reaction SMILES: [CH3:15][O:16][c:17]1[cH:18][cH:19][c:20]([OH:23])[cH:21][cH:22]1.[Cl:1][C:2]([CH:3]([c:4]1[cH:5][cH:6][c:7]([O:10][CH3:11])[cH:8][cH:9]1)[OH:12])([Cl:13])[Cl:14].[P:24](=[O:25])([OH:26])([OH:27])[OH:28]>>[Cl:1][C:2]([CH:3]([c:4]1[cH:5][cH:6][c:7]([O:10][CH3:11])[cH:8][cH:9]1)[O:12][c:20]1[cH:19][cH:18][c:17]([O:16][CH3:15])[cH:22][cH:21]1)([Cl:13])[Cl:14]. Starting materials: Cl (hydrochloric acid), COC(CS(=O)(=O)Cl)=O (chlorosulfonyl acetic acid methyl ester), FC1=CC(=C(N)C=C1)C(F)(F)F (4-fluoro-2-(trifluoromethyl)-aniline). Run in N1=CC=CC=C1 (pyridine), ClCCl (dichloromethane), N1=CC=CC=C1 (pyridine), ClCCl (dichloromethane). Conditions: temperature 0 celsius, time 6 hour. Product: COC(CS(NC1=C(C=C(C=C1)F)C(F)(F)F)(=O)=O)=O (2-[N-(4-Fluoro-2-trifluoromethylphenyl)sulfamoyl]-acetic acid methyl ester). RXN SMILES: [F:1][C:2]1[CH:8]=[CH:7][C:5]([NH2:6])=[C:4]([C:9]([F:12])([F:11])[F:10])[CH:3]=1.[CH3:13][O:14][C:15](=[O:21])[CH2:16][S:17](Cl)(=[O:19])=[O:18].Cl>N1C=CC=CC=1.ClCCl>[CH3:13][O:14][C:15](=[O:21])[CH2:16][S:17](=[O:19])(=[O:18])[NH:6][C:5]1[CH:7]=[CH:8][C:2]([F:1])=[CH:3][C:4]=1[C:9]([F:10])([F:11])[F:12]. Procedure details: 5 g (27.64 mmol) of 4-fluoro-2-(trifluoromethyl)-aniline is dissolved in 25 ml of dry pyridine and the solution is cooled to 0° C. A solution of 4.82 g (27.4 mmol) of chlorosulfonyl acetic acid methyl ester in 20 ml of dichloromethane is instilled in the cooled solution in the course of about 10 minutes with the temperature being maintained. Then it is stirred for 6 hours at room temperature. The reaction solution is then diluted with 100 ml of dichloromethane, the pyridine is shaken out with 2N...